The task is: describe an organic reaction: reactants, conditions, products, and yield. This data is from the Open Reaction Database (ORD), a public repository of structured organic reaction records. Conditions: time 15 minute. Run in O1CCCC1 (tetrahydrofuran), C(C)(=O)OCC (ethyl acetate). Procedure: To a solution of 7-chloro-4-iodo-3-methyl-pyrrolo[2,3-c]pyridine-1-carboxylic acid tert-butyl ester (2 g) in dry tetrahydrofuran (40 ml) was added 4 A molecular sieves. The solution was stirred at room temperature for 15 minutes then cooled to 40° C. Under an atmosphere of nitrogen was added dropwise, a solution of isopropylmagnesium chloride (2M in tetrahydrofuran, 5.4 ml) and the solution stirred at −40° C. for 10 minutes. The solution was saturated with a stream of carbon dioxide gas which ha... Reactants: C(C)(C)[Mg]Cl (isopropylmagnesium chloride), [O-]S(=O)(=O)[O-].[Ca+2] (Drierite), C(C)(C)(C)OC(=O)N1C=C(C=2C1=C(N=CC2I)Cl)C (7-chloro-4-iodo-3-methyl-pyrrolo[2,3-c]pyridine-1-carboxylic acid tert-butyl ester), C(=O)=O (carbon dioxide). Product: C(C)(C)(C)OC(=O)N1C=C(C2=C1C(=NC=C2C(=O)O)Cl)C (7-Chloro-3-methyl-pyrrolo[2,3-c]pyridine-1,4-dicarboxylic acid 1-tert-butyl ester). As a reaction SMILES: [C:1]([O:5][C:6]([N:8]1[C:12]2=[C:13]([Cl:18])[N:14]=[CH:15][C:16](I)=[C:11]2[C:10]([CH3:19])=[CH:9]1)=[O:7])([CH3:4])([CH3:3])[CH3:2].C([Mg]Cl)(C)C.[C:25](=[O:27])=[O:26].[O-]S([O-])(=O)=O.[Ca+2]>O1CCCC1.C(OCC)(=O)C>[C:1]([O:5][C:6]([N:8]1[C:12]2[C:13]([Cl:18])=[N:14][CH:15]=[C:16]([C:25]([OH:27])=[O:26])[C:11]=2[C:10]([CH3:19])=[CH:9]1)=[O:7])([CH3:4])([CH3:3])[CH3:2] |f:3.4|. Starting materials: C1(CCCCC1)N1C(C2=CC(=CC=C2C1)N1CCNCC1)=O (2-cyclohexyl-2,3-dihydro-6-(piperazin-1-yl)-1H-isoindol-1-one), C(C1=CC=CC=C1)(=O)Cl (benzoyl chloride). Product: C(C1=CC=CC=C1)(=O)N1CCN(CC1)C1=CC=C2CN(C(C2=C1)=O)C1CCCCC1 (6-[4-(Benzoyl)piperazin-1-yl]-2-cyclohexyl-2,3-dihydro-1H-isoindol-1-one). RXN SMILES: [CH:1]1([N:7]2[CH2:15][C:14]3[C:9](=[CH:10][C:11]([N:16]4[CH2:21][CH2:20][NH:19][CH2:18][CH2:17]4)=[CH:12][CH:13]=3)[C:8]2=[O:22])[CH2:6][CH2:5][CH2:4][CH2:3][CH2:2]1.[C:23](Cl)(=[O:30])[C:24]1[CH:29]=[CH:28][CH:27]=[CH:26][CH:25]=1>>[C:23]([N:19]1[CH2:18][CH2:17][N:16]([C:11]2[CH:10]=[C:9]3[C:14]([CH2:15][N:7]([CH:1]4[CH2:2][CH2:3][CH2:4][CH2:5][CH2:6]4)[C:8]3=[O:22])=[CH:13][CH:12]=2)[CH2:21][CH2:20]1)(=[O:30])[C:24]1[CH:29]=[CH:28][CH:27]=[CH:26][CH:25]=1. Reported procedure: In the same manner as in Example 28, the title compound was prepared from the compound obtained in step (e) of Example 1 and benzoyl chloride.